This data is from the Open Reaction Database (ORD), a public repository of structured organic reaction records. The task is: describe an organic reaction: reactants, conditions, products, and yield Starting materials: C(C1=CC=CC=C1)OC1=NC(=NC=C1C(=O)OCC1=CC=CC=C1)N1N=CC=C1 (benzyl 4-(benzyloxy)-2-(1H-pyrazol-1-yl)pyrimidine-5-carboxylate), C1CCOC1 (THF), O (water), [OH-].[K+] (KOH). The solvent is CCO (EtOH). Conditions: time 12 hour. The product is C(C1=CC=CC=C1)OC1=NC(=NC=C1C(=O)O)N1N=CC=C1 (4-(benzyloxy)-2-(1H-pyrazol-1-yl)pyrimidine-5-carboxylic acid). The yield is 13.0%. As a reaction SMILES: [CH2:1]([O:8][C:9]1[C:14]([C:15]([O:17]CC2C=CC=CC=2)=[O:16])=[CH:13][N:12]=[C:11]([N:25]2[CH:29]=[CH:28][CH:27]=[N:26]2)[N:10]=1)[C:2]1[CH:7]=[CH:6][CH:5]=[CH:4][CH:3]=1.C1COCC1.O.[OH-].[K+]>CCO>[CH2:1]([O:8][C:9]1[C:14]([C:15]([OH:17])=[O:16])=[CH:13][N:12]=[C:11]([N:25]2[CH:29]=[CH:28][CH:27]=[N:26]2)[N:10]=1)[C:2]1[CH:3]=[CH:4][CH:5]=[CH:6][CH:7]=1 |f:3.4|. Reported procedure: To a solution of benzyl 4-(benzyloxy)-2-(1H-pyrazol-1-yl)pyrimidine-5-carboxylate, 2-d, (2 g crude) in EtOH(20 ml)/THF (20 ml)/water (20 ml) was added KOH (0.87 g, 15.5 mmol). The mixture was stirred at room temperature for 12 hours. The mixture was then concentrated under vacuum and the residue was diluted with water and basified to pH=2 with HCl followed by extraction with ethyl acetate. The organic layer was brine washed, dried over sodium sulfate and concentrated under vacuum. The residue wa...